From a dataset of the Open Reaction Database (ORD), a public repository of structured organic reaction records. describe an organic reaction: reactants, conditions, products, and yield The reactants are Cn1c(N2CCNCC2)nc2cccnc21, O=C(NCC(F)(F)F)C1(CCCCBr)c2ccccc2-c2ccccc21. Yields the product Cn1c(N2CCN(CCCCC3(C(=O)NCC(F)(F)F)c4ccccc4-c4ccccc43)CC2)nc2cccnc21. RXN SMILES: [CH3:27][n:28]1[c:29]([N:37]2[CH2:38][CH2:39][NH:40][CH2:41][CH2:42]2)[n:30][c:31]2[cH:32][cH:33][cH:34][n:35][c:36]12.[F:1][C:2]([CH2:3][NH:4][C:5](=[O:6])[C:7]1([CH2:20][CH2:21][CH2:22][CH2:23][Br:24])[c:8]2[cH:9][cH:10][cH:11][cH:12][c:13]2-[c:14]2[cH:15][cH:16][cH:17][cH:18][c:19]21)([F:25])[F:26]>>[F:1][C:2]([CH2:3][NH:4][C:5](=[O:6])[C:7]1([CH2:20][CH2:21][CH2:22][CH2:23][N:40]2[CH2:39][CH2:38][N:37]([c:29]3[n:28]([CH3:27])[c:36]4[c:31]([n:30]3)[cH:32][cH:33][cH:34][n:35]4)[CH2:42][CH2:41]2)[c:8]2[cH:9][cH:10][cH:11][cH:12][c:13]2-[c:14]2[cH:15][cH:16][cH:17][cH:18][c:19]21)([F:25])[F:26].